Dataset: the Open Reaction Database (ORD), a public repository of structured organic reaction records. Task: describe an organic reaction: reactants, conditions, products, and yield The reactants are [I-].[K+] (potassium iodide), C(C1=CC=CC=C1)Cl (benzyl chloride), C(=O)(O)CSC=1N=NC(=C(N1)C)C=1C=C2CCC(N(C2=CC1)C)=O (3-carboxymethylthio-5-methyl-6-(1-methyl-2-oxo-1,2,3,4-tetrahydroquinolin-6-yl)-1,2,4-triazine), aqueous solution, [OH-].[K+] (potassium hydroxide). Solvent: CO (methanol), CO (methanol). Yields the product CN1C(CCC2=CC(=CC=C12)C=1C(=NC(N(N1)CC1=CC=CC=C1)=O)C)=O (6-(1-methyl-2-oxo-1,2,3,4-tetrahydroquinolin-6-yl)-2-benzyl-5-methyl-1,2,4-triazin-3(2H)-one). RXN SMILES: C(CS[C:6]1[N:7]=[N:8][C:9]([C:13]2[CH:14]=[C:15]3[C:20](=[CH:21][CH:22]=2)[N:19]([CH3:23])[C:18](=[O:24])[CH2:17][CH2:16]3)=[C:10]([CH3:12])[N:11]=1)(O)=O.[OH-:25].[K+].[I-].[K+].[CH2:29](Cl)[C:30]1[CH:35]=[CH:34][CH:33]=[CH:32][CH:31]=1>CO>[CH3:23][N:19]1[C:20]2[C:15](=[CH:14][C:13]([C:9]3[C:10]([CH3:12])=[N:11][C:6](=[O:25])[N:7]([CH2:29][C:30]4[CH:35]=[CH:34][CH:33]=[CH:32][CH:31]=4)[N:8]=3)=[CH:22][CH:21]=2)[CH2:16][CH2:17][C:18]1=[O:24] |f:1.2,3.4|. Procedure: A solution of 3-carboxymethylthio-5-methyl-6-(1-methyl-2-oxo-1,2,3,4-tetrahydroquinolin-6-yl)-1,2,4-triazine (7.25 g) in a mixture of 10% aqueous solution of potassium hydroxide (47 ml) and methanol (47 ml) was heated at 60° for 4 hours with stirring. To the mixture were added potassium iodide (0.5 g), benzyl chloride (5.33 g), and methanol (150 ml), refluxed for 8 hours with stirring, and evaporated in vacuo. To the residue was added water and extracted with ethyl acetate. The extract was dried... Starting materials: (3H)-5-HETE, CCCCCC=CCC=CCC=CC=CC(CCCC(=O)O)O (5-HETE), CC(CC1=CC(=C(C=C1)O)O)C(C)CC2=CC(=C(C=C2)O)O (NDGA), CCCCC/C=C\C/C=C\C/C=C\C/C=C\CCCC(=O)O ((14C)-arachidonic acid), C[C@@H]1CC[C@]2([C@@H](C[C@H]([C@H](O2)[C@H](C)C(=O)C3=CC=CN3)C)C)O[C@@H]1CC4=NC5=C(O4)C=CC(=C5C(=O)O)NC (calcium ionophore A23187), C(CC(O)(C(=O)O)CC(=O)O)(=O)O (Citric Acid). The product is CCCCC/C=C\C/C=C\C/C=C\C=C\[C@H](CCCC(=O)O)O (5-HETE). RXN SMILES: CCCCC/C=C\C/C=C\C/C=C\C/C=C\CCCC(O)=O.C[C@H]1[C@@H](CC2OC3C=CC(NC)=C(C(O)=O)C=3N=2)O[C@]2(O[C@H]([C@@H](C(C3NC=CC=3)=O)C)[C@H](C)C[C@H]2C)CC1.C(O)(=O)CC(CC(O)=O)(C(O)=O)O.CC(C(CC1C=CC(O)=C(O)C=1)C)CC1C=CC(O)=C(O)C=1.[CH3:96][CH2:97][CH2:98][CH2:99][CH2:100][CH:101]=[CH:102][CH2:103][CH:104]=[CH:105][CH2:106][CH:107]=[CH:108][CH:109]=[CH:110][CH:111]([OH:118])[CH2:112][CH2:113][CH2:114][C:115]([OH:117])=[O:116]>>[CH3:96][CH2:97][CH2:98][CH2:99][CH2:100]/[CH:101]=[CH:102]\[CH2:103]/[CH:104]=[CH:105]\[CH2:106]/[CH:107]=[CH:108]\[CH:109]=[CH:110]\[C@@H:111]([OH:118])[CH2:112][CH2:113][CH2:114][C:115]([OH:117])=[O:116]. Procedure details: A suspension of human neutrophils in buffer is incubated for 3 min at 30° C. with (14C)-arachidonic acid (AA) and calcium ionophore A23187. Citric Acid (2M) /NDGA* (10 mM) is used to quench the reaction. Following the addition of a trace amount of (3H)-5-HETE together with an excess of unlabeled 5-HETE to each tube, the mixture is extracted with chloroform/methanol. The organic layer is washed with dilute hydrochloric acid and the total volume is transferred to glass tubes and dried in vacuo. Th...